From a dataset of the Open Reaction Database (ORD), a public repository of structured organic reaction records. describe an organic reaction: reactants, conditions, products, and yield The reactants are [OH-].[Na+] (NaOH), ClC1=C(C=C(C=N1)C1=CC2=C(N=C(S2)NC(C)=O)C=C1)N(C)C (N-(6-(6-chloro-5-(dimethylamino)pyridin-3-yl)benzo[d]thiazol-2-yl)acetamide), Cl (HCl). Run in CO (MeOH). Conditions: temperature 60 celsius. The product is ClC1=C(C=C(C=N1)C1=CC2=C(N=C(S2)N)C=C1)N(C)C (6-(6-Chloro-5-(dimethylamino)pyridin-3-yl)benzo[d]thiazol-2-amine). RXN SMILES: [Cl:1][C:2]1[N:7]=[CH:6][C:5]([C:8]2[CH:20]=[CH:19][C:11]3[N:12]=[C:13]([NH:15]C(=O)C)[S:14][C:10]=3[CH:9]=2)=[CH:4][C:3]=1[N:21]([CH3:23])[CH3:22].[OH-].[Na+].Cl>CO>[Cl:1][C:2]1[N:7]=[CH:6][C:5]([C:8]2[CH:20]=[CH:19][C:11]3[N:12]=[C:13]([NH2:15])[S:14][C:10]=3[CH:9]=2)=[CH:4][C:3]=1[N:21]([CH3:23])[CH3:22] |f:1.2|. Procedure: To a mixture of N-(6-(6-chloro-5-(dimethylamino)pyridin-3-yl)benzo[d]thiazol-2-yl)acetamide (160 mg, 461 μmol) in MeOH (10 mL) was added NaOH (1000 μL, 5000 μmol). The mixture was heated to 60° C. for 5.5 h. The reaction mixture was neutralized with HCl (5 N, 1 mL), filtered and the solid was washed with H2O (3×2 mL) and air dried (140 mg). MS (ESI, POS. ION) M/Z: calc'd for C14H13ClN4S: 304.5. found: 305.0. 1H NMR (400 MHz, DMSO-d6) δ ppm 2.83 (s, 6H) 7.42 (s, 1H) 7.53-7.77 (m, 4H) 8.10 (s, 1H)... Reactants: ClC(=O)OCC(C)C (isobutyl chloroformate), C(C1=CC=CC=C1)OC(=O)N[C@@H](CC1=CNC=N1)C(=O)O (benzyloxycarbonyl-L-histidine), CN1CCOCC1 (N-methylmorpholine), Cl.NCC(=O)N (glycinamide hydrochloride), CN1CCOCC1 (N-methylmorpholine). The solvent is O1CCCC1 (tetrahydrofuran). Reaction conditions: time 2 hour. The product is C(C1=CC=CC=C1)OC(=O)N[C@@H](CC1=CNC=N1)C(=O)NCC(=O)N (benzyloxycarbonyl-L-histidyl-glycine amide). As a reaction SMILES: [CH2:1]([O:8][C:9]([NH:11][C@H:12]([C:19]([OH:21])=O)[CH2:13][C:14]1[N:18]=[CH:17][NH:16][CH:15]=1)=[O:10])[C:2]1[CH:7]=[CH:6][CH:5]=[CH:4][CH:3]=1.CN1CCOCC1.Cl.[NH2:30][CH2:31][C:32]([NH2:34])=[O:33].ClC(OCC(C)C)=O>O1CCCC1>[CH2:1]([O:8][C:9]([NH:11][C@H:12]([C:19]([NH:30][CH2:31][C:32]([NH2:34])=[O:33])=[O:21])[CH2:13][C:14]1[N:18]=[CH:17][NH:16][CH:15]=1)=[O:10])[C:2]1[CH:3]=[CH:4][CH:5]=[CH:6][CH:7]=1 |f:2.3|. Procedure details: Na -t-butyloxycarbonyl-Nim -benzyloxycarbonyl-L-histidine was dissolved in tetrahydrofuran (THF) and neutralized with one equivalent of N-methylmorpholine. It was then coupled with glycinamide hydrochloride using isobutyl chloroformate and N-methylmorpholine. After two hours at -20° C. and an additional hour at ambient temperature, the reaction was quenched with 2N aqueous potassium bicarbonate. This product was extracted into ethyl acetate, washed with 1M aqueous citric acid, and saturated sodi... Starting materials: CCO, CCOC(C)=O, [Na+], [OH-], O, CCOC(=O)N1CCC(OC(c2ccccc2)c2ccccc2)CC1. Yields the product c1ccc(C(OC2CCNCC2)c2ccccc2)cc1. RXN SMILES: [CH3:28][CH2:29][OH:30].[CH3:32][CH2:33][O:34][C:35](=[O:36])[CH3:37].[Na+:27].[OH-:26].[OH2:31].[c:1]1([CH:7]([O:8][CH:9]2[CH2:10][CH2:11][N:12]([C:15]([O:16][CH2:17][CH3:18])=[O:19])[CH2:13][CH2:14]2)[c:20]2[cH:21][cH:22][cH:23][cH:24][cH:25]2)[cH:2][cH:3][cH:4][cH:5][cH:6]1>>[c:1]1([CH:7]([O:8][CH:9]2[CH2:10][CH2:11][NH:12][CH2:13][CH2:14]2)[c:20]2[cH:21][cH:22][cH:23][cH:24][cH:25]2)[cH:2][cH:3][cH:4][cH:5][cH:6]1. Reactants: [K].[K].SC=1SC(=NN1)S (2,5-dimercapto-1,3,4-thiadiazole dipotassium salt), ClCCCN1CCOCC1 (4-(3-chloropropyl)-morpholine). The solvent is O (water). Conditions: time 2 hour. Product: N1(CCOCC1)CCCSC=1SC(=NN1)SCCCN1CCOCC1 (2,5-bis(3-(4-morpholinyl)propylthio)-1,3,4-thiadiazole). RXN SMILES: [K].[K].[SH:3][C:4]1[S:5][C:6]([SH:9])=[N:7][N:8]=1.Cl[CH2:11][CH2:12][CH2:13][N:14]1[CH2:19][CH2:18][O:17][CH2:16][CH2:15]1>O>[N:14]1([CH2:13][CH2:12][CH2:11][S:3][C:4]2[S:5][C:6]([S:9][CH2:11][CH2:12][CH2:13][N:14]3[CH2:19][CH2:18][O:17][CH2:16][CH2:15]3)=[N:7][N:8]=2)[CH2:19][CH2:18][O:17][CH2:16][CH2:15]1 |f:0.1.2,^1:0,1|. Procedure: A mixture of 17.0 grams (0.075 mole) of 2,5-dimercapto-1,3,4-thiadiazole dipotassium salt and 24.5 grams (0.150 mole) of 4-(3-chloropropyl)-morpholine in 170 ml of water was heated under reflux with stirring for two hours. The mixture was then cooled to between 28 and 30° C and extracted with benzene. The benzene extract was washed with a saturated sodium chloride solution and dried over anhydrous sodium carbonate. After removal of the drying agent by filtration, the solution was evaporated to d...